From a dataset of the Open Reaction Database (ORD), a public repository of structured organic reaction records. describe an organic reaction: reactants, conditions, products, and yield Starting materials: O=C(O)C1C(O)CCN1C(c1ccccc1)(c1ccccc1)c1ccccc1, C[N+]1([O-])CCOCC1, CCC[N+](CCC)(CCC)CCC, ClCCl, O=[Ru](=O)(=O)[O-]. The product is O=C(O)C1C(=O)CCN1C(c1ccccc1)(c1ccccc1)c1ccccc1. RXN SMILES: [C:1]([c:2]1[cH:3][cH:4][cH:5][cH:6][cH:7]1)([c:8]1[cH:9][cH:10][cH:11][cH:12][cH:13]1)([c:14]1[cH:15][cH:16][cH:17][cH:18][cH:19]1)[N:20]1[CH:21]([C:22](=[O:23])[OH:24])[CH:25]([OH:28])[CH2:26][CH2:27]1.[CH3:29][N+:30]1([O-:31])[CH2:32][CH2:33][O:34][CH2:35][CH2:36]1.[CH3:45][CH2:46][CH2:47][N+:48]([CH2:49][CH2:50][CH3:51])([CH2:52][CH2:53][CH3:54])[CH2:55][CH2:56][CH3:57].[Cl:37][CH2:38][Cl:39].[O-:40][Ru:41](=[O:42])(=[O:43])=[O:44]>>[C:1]([c:2]1[cH:3][cH:4][cH:5][cH:6][cH:7]1)([c:8]1[cH:9][cH:10][cH:11][cH:12][cH:13]1)([c:14]1[cH:15][cH:16][cH:17][cH:18][cH:19]1)[N:20]1[CH:21]([C:22](=[O:23])[OH:24])[C:25](=[O:28])[CH2:26][CH2:27]1. Starting materials: C(C)OC(=O)C=1C=C(OCCCN2CCC(CC2)NC(=O)C2=CC3=CN=C4C=CC=C(S2)N43)C=CC1 (N-[1-[3-(3-ethoxycarbonylphenoxy)propan-1-yl]piperidin-4-yl]-5-thia-1,8b-diazaacenaphthylene-4-carboxamide), Cl (hydrochloric acid). Run in C(C)O (ethanol). Product: Cl.Cl.C(C)OC(=O)C=1C=C(OCCCN2CCC(CC2)NC(=O)C2=CC3=CN=C4C=CC=C(S2)N43)C=CC1 (N-[1-[3-(3-ethoxycarbonylphenoxy)propan-1-yl]piperidin-4-yl]-5-thia-1,8b-diazaacenaphthylene-4-carboxamide dihydrochloride). Yield: 78.9%. RXN SMILES: [CH2:1]([O:3][C:4]([C:6]1[CH:7]=[C:8]([CH:34]=[CH:35][CH:36]=1)[O:9][CH2:10][CH2:11][CH2:12][N:13]1[CH2:18][CH2:17][CH:16]([NH:19][C:20]([C:22]2[S:32][C:31]3[N:33]4[C:24](=[CH:25][N:26]=[C:27]4[CH:28]=[CH:29][CH:30]=3)[CH:23]=2)=[O:21])[CH2:15][CH2:14]1)=[O:5])[CH3:2].[ClH:37]>C(O)C>[ClH:37].[ClH:37].[CH2:1]([O:3][C:4]([C:6]1[CH:7]=[C:8]([CH:34]=[CH:35][CH:36]=1)[O:9][CH2:10][CH2:11][CH2:12][N:13]1[CH2:18][CH2:17][CH:16]([NH:19][C:20]([C:22]2[S:32][C:31]3[N:33]4[C:24](=[CH:25][N:26]=[C:27]4[CH:28]=[CH:29][CH:30]=3)[CH:23]=2)=[O:21])[CH2:15][CH2:14]1)=[O:5])[CH3:2] |f:3.4.5|. Procedure: To a solution of 473.3 mg (0.93 mmol.) of N-[1-[3-(3-ethoxycarbonylphenoxy)propan-1-yl]piperidin-4-yl]-5-thia-1,8b-diazaacenaphthylene-4-carboxamide in ethanol (5 ml) was added, at room temperature, 2 ml (24 mmol.) of 12N hydrochloric acid. The mixture was stirred for several minutes. The reaction mixture was concentrated under reduced pressure. To the concentrate was added ethanol. The resulting crystals were collected by filtration and washed with ethanol and diethyl ether to give the object c... Reactants: O=C1NCC[C@@H]1OS(=O)(=O)C (methanesulfonic acid (S)-2-oxo-pyrrolidin-3-yl ester), COC1=C(C=C(C=C1)C(=O)C1CCNCC1)C ((4-methoxy-3-methyl-phenyl)-piperidin-4-yl-methanone), CCN(C(C)C)C(C)C (DIEA). Solvent: C(C)#N (acetonitrile). Run at temperature 85 celsius. Product: COC1=C(C=C(C(=O)C2CCN(CC2)[C@H]2C(NCC2)=O)C=C1)C ((R)-3-[4-(4-Methoxy-3-methyl-benzoyl)-piperidin-1-yl]-pyrrolidin-2-one). The yield is 67.4%. As a reaction SMILES: [O:1]=[C:2]1[C@@H:6](OS(C)(=O)=O)[CH2:5][CH2:4][NH:3]1.[CH3:12][O:13][C:14]1[CH:19]=[CH:18][C:17]([C:20]([CH:22]2[CH2:27][CH2:26][NH:25][CH2:24][CH2:23]2)=[O:21])=[CH:16][C:15]=1[CH3:28].CCN(C(C)C)C(C)C>C(#N)C>[CH3:12][O:13][C:14]1[CH:19]=[CH:18][C:17]([C:20]([CH:22]2[CH2:27][CH2:26][N:25]([C@@H:6]3[CH2:5][CH2:4][NH:3][C:2]3=[O:1])[CH2:24][CH2:23]2)=[O:21])=[CH:16][C:15]=1[CH3:28]. Procedure details: In a 1 L round bottom flask was added methanesulfonic acid (S)-2-oxo-pyrrolidin-3-yl ester (prepared according to procedure in Eur. Pat. Appl., 257602, 2 Mar. 1988) (18.75 mmol, 3.36 g) and (4-methoxy-3-methyl-phenyl)-piperidin-4-yl-methanone (18.75 mmol, 4.37 g) in DIEA (75 mmol, 13.1 mL) and acetonitrile (100 mL). The reaction mixture was heated at 85° C. for 4 hours. The reaction was evaporated under a vacuum and silica gel flash column chromatography was performed on the remaining residue el... Starting materials: C(C1=CC=CC=C1)(=O)N=C=S (Benzoyl isothiocyanate), BrC=1C(=CC(=NC1)N)OC1=C(C=CC=C1F)F (5-bromo-4-(2,6-difluorophenoxy)pyridin-2-amine). Run in ClCCl (dichloromethane), hexanes. Conditions: time 1 hour. Product: BrC=1C(=CC(=NC1)NC(=S)NC(C1=CC=CC=C1)=O)OC1=C(C=CC=C1F)F (N-(5-bromo-4-(2,6-difluorophenoxy)pyridin-2-ylcarbamothioyl)benzamide). As a reaction SMILES: [C:1]([N:9]=[C:10]=[S:11])(=[O:8])[C:2]1[CH:7]=[CH:6][CH:5]=[CH:4][CH:3]=1.[Br:12][C:13]1[C:14]([O:20][C:21]2[C:26]([F:27])=[CH:25][CH:24]=[CH:23][C:22]=2[F:28])=[CH:15][C:16]([NH2:19])=[N:17][CH:18]=1>ClCCl>[Br:12][C:13]1[C:14]([O:20][C:21]2[C:26]([F:27])=[CH:25][CH:24]=[CH:23][C:22]=2[F:28])=[CH:15][C:16]([NH:19][C:10]([NH:9][C:1](=[O:8])[C:2]2[CH:7]=[CH:6][CH:5]=[CH:4][CH:3]=2)=[S:11])=[N:17][CH:18]=1. Procedure: Benzoyl isothiocyanate (1.63 g, 10.0 mmol) is added to a solution of 5-bromo-4-(2,6-difluorophenoxy)pyridin-2-amine (3.01 g, 10 mmol) in dichloromethane (20 mL) at 0° C. The reaction mixture is warmed to room temperature and stirred for one hour. The reaction mixture is diluted with hexanes and filtered to afford N-(5-bromo-4-(2,6-difluorophenoxy)pyridin-2-ylcarbamothioyl)benzamide. Starting materials: NC1=C(C=C(C(=O)O)C=C1)O (4-amino-3-hydroxybenzoic acid), C(=O)O (formic acid). Yields the product C(=O)=NC1=C(C=C(C(=O)O)C=C1)O (4-carbonylamino-3-hydroxybenzoic acid). Reaction SMILES: [NH2:1][C:2]1[CH:10]=[CH:9][C:5]([C:6]([OH:8])=[O:7])=[CH:4][C:3]=1[OH:11].[CH:12](O)=[O:13]>>[C:12](=[N:1][C:2]1[CH:10]=[CH:9][C:5]([C:6]([OH:8])=[O:7])=[CH:4][C:3]=1[OH:11])=[O:13]. Procedure details: A solution of 4-amino-3-hydroxybenzoic acid (10.0 g) in 85% formic acid (60 mL) was heated at reflux for 3 h and then cooled to room temperature. The precipitated solid was filtered, washed with methanol, and dried under vacuum to produce 4-carbonylamino-3-hydroxybenzoic acid. A portion of this material (1.00 g) and zinc chloride (3.76 g) were suspended in m-xylene (135 L), and treated with 2 drops of concentrated sulfuric acid. The reaction mixture was azeotroped for 8 h, cooled to room tempera...